Task: describe an organic reaction: reactants, conditions, products, and yield. Dataset: the Open Reaction Database (ORD), a public repository of structured organic reaction records Reactants: CN(C(=O)c1nc2ccccc2[nH]1)c1ccccn1, CI, CS(C)=O, [H-], [Na+], O. Yields the product CN(C(=O)c1nc2ccccc2n1C)c1ccccn1. RXN SMILES: [CH3:1][N:2]([C:3](=[O:4])[c:5]1[nH:6][c:7]2[c:8]([n:9]1)[cH:10][cH:11][cH:12][cH:13]2)[c:14]1[n:15][cH:16][cH:17][cH:18][cH:19]1.[CH3:22][I:23].[CH3:25][S:26]([CH3:27])=[O:28].[H-:20].[Na+:21].[OH2:24]>>[CH3:1][N:2]([C:3](=[O:4])[c:5]1[n:6][c:7]2[c:8]([n:9]1[CH3:22])[cH:10][cH:11][cH:12][cH:13]2)[c:14]1[n:15][cH:16][cH:17][cH:18][cH:19]1. Starting materials: NC1C(N(CC1)C(C1=CC=CC=C1)C1=CC=CC=C1)=O (3-amino-1-benzhydryl-pyrrolidin-2-one), C1(=CC=CC=C1)C(CC(=O)O)C1=CC=CC=C1 (3,3-diphenylpropionic acid), C(CCl)Cl (EDC). The reagents and catalysts are CN(C)C=1C=CN=CC1 (DMAP). Run in C(Cl)Cl (CH2Cl2). Reaction conditions: time 8 hour. The product is C(C1=CC=CC=C1)(C1=CC=CC=C1)N1C(C(CC1)NC(CC(C1=CC=CC=C1)C1=CC=CC=C1)=O)=O (N-(1-Benzhydryl-2-oxo-pyrrolidin-3-yl)-3,3-diphenyl-propionamide). The yield is 70.0%. RXN SMILES: [NH2:1][CH:2]1[CH2:6][CH2:5][N:4]([CH:7]([C:14]2[CH:19]=[CH:18][CH:17]=[CH:16][CH:15]=2)[C:8]2[CH:13]=[CH:12][CH:11]=[CH:10][CH:9]=2)[C:3]1=[O:20].[C:21]1([CH:27]([C:32]2[CH:37]=[CH:36][CH:35]=[CH:34][CH:33]=2)[CH2:28][C:29](O)=[O:30])[CH:26]=[CH:25][CH:24]=[CH:23][CH:22]=1.C(Cl)CCl>C(Cl)Cl.CN(C1C=CN=CC=1)C>[CH:7]([N:4]1[CH2:5][CH2:6][CH:2]([NH:1][C:29](=[O:30])[CH2:28][CH:27]([C:21]2[CH:26]=[CH:25][CH:24]=[CH:23][CH:22]=2)[C:32]2[CH:37]=[CH:36][CH:35]=[CH:34][CH:33]=2)[C:3]1=[O:20])([C:8]1[CH:13]=[CH:12][CH:11]=[CH:10][CH:9]=1)[C:14]1[CH:19]=[CH:18][CH:17]=[CH:16][CH:15]=1. Reported procedure: To a solution of 3-amino-1-benzhydryl-pyrrolidin-2-one (42) (0.2 g, 0.75 mmol) in dry CH2Cl2 (20 ml)was added 3,3-diphenylpropionic acid (0.19 g, 0.82 mmol) under nitrogen. To the reaction was added EDC (0.18 g, 0.9 mmol) and DMAP (cat), and the reaction mixture was stirred under nitrogen at room temperature overnight. The reaction was then concentrated under reduced pressure. The residue was dissolved in ethyl acetate: water (10:1) (100 ml). The organic was washed with water (25 ml, 2×) and 10%... Reactants: C1CCNC1, CN(C(=O)N(C)C1CN(C(=O)Oc2ccc([N+](=O)[O-])cc2)CC1c1ccc(F)cc1)c1cc(C(F)(F)F)cc(C(F)(F)F)c1. Yields the product CN(C(=O)N(C)C1CN(C(=O)N2CCCC2)CC1c1ccc(F)cc1)c1cc(C(F)(F)F)cc(C(F)(F)F)c1. RXN SMILES: [CH2:45]1[CH2:46][CH2:47][NH:48][CH2:49]1.[F:1][C:2]([c:3]1[cH:4][c:5]([N:13]([C:14](=[O:15])[N:16]([CH:17]2[CH2:18][N:19]([C:29]([O:31][c:30]3[cH:32][cH:33][c:34]([N+:35]([O-:36])=[O:37])[cH:38][cH:39]3)=[O:40])[CH2:20][CH:21]2[c:22]2[cH:23][cH:24][c:25]([F:28])[cH:26][cH:27]2)[CH3:41])[CH3:42])[cH:6][c:7]([C:9]([F:10])([F:11])[F:12])[cH:8]1)([F:43])[F:44]>>[F:1][C:2]([c:3]1[cH:4][c:5]([N:13]([C:14](=[O:15])[N:16]([CH:17]2[CH2:18][N:19]([C:29](=[O:31])[N:48]3[CH2:47][CH2:46][CH2:45][CH2:49]3)[CH2:20][CH:21]2[c:22]2[cH:23][cH:24][c:25]([F:28])[cH:26][cH:27]2)[CH3:41])[CH3:42])[cH:6][c:7]([C:9]([F:10])([F:11])[F:12])[cH:8]1)([F:43])[F:44]. The reactants are COC(=O)c1ccc(C(C)NC(=O)c2cc(Cl)cnc2Cl)cc1, Cc1c(O)cccc1F. Yields the product COC(=O)c1ccc(C(C)NC(=O)c2cc(Cl)cnc2Oc2cccc(F)c2C)cc1. Reaction SMILES: [Cl:1][c:2]1[n:3][cH:4][c:5]([Cl:23])[cH:6][c:7]1[C:8](=[O:9])[NH:10][CH:11]([CH3:12])[c:13]1[cH:14][cH:15][c:16]([C:17](=[O:18])[O:19][CH3:20])[cH:21][cH:22]1.[F:24][c:25]1[c:26]([CH3:32])[c:27]([OH:31])[cH:28][cH:29][cH:30]1>>[c:2]1([O:31][c:27]2[c:26]([CH3:32])[c:25]([F:24])[cH:30][cH:29][cH:28]2)[n:3][cH:4][c:5]([Cl:23])[cH:6][c:7]1[C:8](=[O:9])[NH:10][CH:11]([CH3:12])[c:13]1[cH:14][cH:15][c:16]([C:17](=[O:18])[O:19][CH3:20])[cH:21][cH:22]1. Starting materials: BrC1=CC=CC=2CCC21 (3-bromobenzocyclobutane), C(C)(=O)[O-].[K+] (potassium acetate), CCC(COCCCOC(=O)C=C)(COCCCOC(=O)C=C)COCCCOC(=O)C=C (trimethylolpropane propoxylate triacrylate), C1(=C(C=CC=C1)P(C1=C(C=CC=C1)C)C1=C(C=CC=C1)C)C (tri(o-tolyl)phosphine), BrC1=CC=CC=2CCC21 (3-bromobenzocyclobutane). Reaction conditions: temperature 80 celsius, time 10 minute. The solvent is CN(C=O)C (DMF), O (water), CN(C=O)C (dimethylformamide), C1(=CC=CC=C1)C (Toluene). As a reaction SMILES: C([O-])(=O)C.[K+].[CH3:6][CH2:7][C:8]([CH2:29][O:30]CCCOC(C=C)=O)([CH2:19][O:20]CCCOC(C=C)=O)[CH2:9][O:10]CCCOC(C=C)=O.C1(C)C=CC=CC=1P(C1C=CC=CC=1C)C1C=CC=CC=1C.BrC1C2CCC=2C=CC=1>CN(C)C=O.C([O-])(=O)C.[Pd+2].C([O-])(=O)C.C1(C)C=CC=CC=1.O>[CH3:6][CH2:7][C:8]([CH2:29][OH:30])([CH2:19][OH:20])[CH2:9][OH:10].[CH2:8]([CH2:19][OH:20])[CH2:9][OH:10] |f:0.1,6.7.8,11.12|. The product is CCC(CO)(CO)CO.C(CO)CO (Trimethylolpropane Propoxylate). The reagents and catalysts are C(C)(=O)[O-].[Pd+2].C(C)(=O)[O-] (palladium acetate). Procedure: A 2000 mL three-necked, round bottomed flask with bottom drain port, outfitted with a mechanical stirrer, pressure equalizing addition funnel and condenser with attached nitrogen inlet was charged with potassium acetate (125.6 g, 1.28 mol) and deionized (DI) water (60 mL). The solution was stirred for 10 min. and then trimethylolpropane propoxylate triacrylate having an average of 2 propoxylate groups (107.1 g, 165.9 mmol), 100 mL dimethylformamide (DMF), palladium acetate (0.27 g, 1.18 mmol) an... Reactants: CC(=O)Nc1cc(OS(=O)(=O)c2ccc(C)cc2)nc(=N)n1OC(C)=O, C1CCNCC1, CC#N. Product: CC(=O)Nc1cc(N2CCCCC2)nc(=N)n1OC(C)=O. As a reaction SMILES: [C:1]([CH3:2])(=[O:3])[NH:4][c:5]1[cH:6][c:7]([O:16][S:17]([c:18]2[cH:19][cH:20][c:21]([CH3:22])[cH:23][cH:24]2)(=[O:25])=[O:26])[n:8][c:9](=[NH:15])[n:10]1[O:11][C:12]([CH3:13])=[O:14].[CH2:27]1[CH2:28][CH2:29][NH:30][CH2:31][CH2:32]1.[CH3:33][C:34]#[N:35]>>[C:1]([CH3:2])(=[O:3])[NH:4][c:5]1[cH:6][c:7]([N:30]2[CH2:29][CH2:28][CH2:27][CH2:32][CH2:31]2)[n:8][c:9](=[NH:15])[n:10]1[O:11][C:12]([CH3:13])=[O:14]. The reactants are CC[C@@H](CO)NCCN[C@@H](CC)CO.Cl.Cl (Ethambutol Dihydrochloride), CC[C@@H](CO)NCCN[C@@H](CC)CO.Cl.Cl (ETB), CC[C@@H](CO)NCCN[C@@H](CC)CO.Cl.Cl (ETB). Run in saturated solution, C([O-])([O-])=O.[Na+].[Na+] (sodium carbonate), [OH-].[Na+] (NaOH). Reaction conditions: time 10 minute. The product is CC[C@@H](CO)NCCN[C@@H](CC)CO (Ethambutol). Reaction SMILES: [CH3:1][CH2:2][C@H:3]([NH:6][CH2:7][CH2:8][NH:9][C@H:10]([CH2:13][OH:14])[CH2:11][CH3:12])[CH2:4][OH:5].Cl.Cl>C(=O)([O-])[O-].[Na+].[Na+].[OH-].[Na+]>[CH3:12][CH2:11][C@H:10]([NH:9][CH2:8][CH2:7][NH:6][C@H:3]([CH2:4][OH:5])[CH2:2][CH3:1])[CH2:13][OH:14] |f:0.1.2,3.4.5,6.7|. Procedure: Ethambutol Dihydrochloride (ETB) is obtained from MP Biomedicals (Aurora, Ohio). ETB (7 grams) are dissolved in 100 mL of a saturated solution of sodium carbonate in 5M NaOH. The solution is stirred for 10 minutes and the free based ETB is extracted with three volumes of chloroform. The solution is dried over sodium sulfate. After filtration, the chloroform is removed by rotary evaporation. Ethambutol is represented in the structure below (a).